Dataset: the Open Reaction Database (ORD), a public repository of structured organic reaction records. Task: describe an organic reaction: reactants, conditions, products, and yield RXN SMILES: [BH4-:15].[CH3:13][NH2:14].[CH3:17][OH:18].[CH3:1][c:2]1[nH:3][c:4]2[cH:5][cH:6][cH:7][cH:8][c:9]2[c:10]1[CH:11]=[O:12].[Na+:16]>>[CH3:1][c:2]1[nH:3][c:4]2[cH:5][cH:6][cH:7][cH:8][c:9]2[c:10]1[CH2:11][NH:14][CH3:13]. The reactants are [BH4-], CN, CO, Cc1[nH]c2ccccc2c1C=O, [Na+]. The product is CNCc1c(C)[nH]c2ccccc12. Reactants: SCc1ccccc1, Cc1ccccc1, O=C(O)c1ccccc1, S=P12SP3(=S)SP(=S)(S1)SP(=S)(S2)S3. Yields the product S=C(SCc1ccccc1)c1ccccc1. RXN SMILES: [CH2:10]([c:11]1[cH:12][cH:13][cH:14][cH:15][cH:16]1)[SH:17].[CH3:32][c:33]1[cH:34][cH:35][cH:36][cH:37][cH:38]1.[OH:1][C:2](=[O:3])[c:4]1[cH:5][cH:6][cH:7][cH:8][cH:9]1.[P:18]12(=[S:19])[S:20][P:21]3(=[S:31])[S:22][P:23](=[S:29])([S:24][P:25](=[S:28])([S:26]3)[S:27]1)[S:30]2>>[C:2]([c:4]1[cH:5][cH:6][cH:7][cH:8][cH:9]1)([S:17][CH2:10][c:11]1[cH:12][cH:13][cH:14][cH:15][cH:16]1)=[S:19]. Starting materials: CCOC(C)=O, Cc1nc(Cl)c([N+](=O)[O-])c(NCC2(O)CCOCC2)c1C. Yields the product Cc1nc(Cl)c(N)c(NCC2(O)CCOCC2)c1C. Reaction SMILES: [CH3:22][CH2:23][O:24][C:25](=[O:26])[CH3:27].[Cl:1][c:2]1[n:3][c:4]([CH3:21])[c:5]([CH3:20])[c:6]([NH:11][CH2:12][C:13]2([OH:19])[CH2:14][CH2:15][O:16][CH2:17][CH2:18]2)[c:7]1[N+:8]([O-:9])=[O:10]>>[Cl:1][c:2]1[n:3][c:4]([CH3:21])[c:5]([CH3:20])[c:6]([NH:11][CH2:12][C:13]2([OH:19])[CH2:14][CH2:15][O:16][CH2:17][CH2:18]2)[c:7]1[NH2:8].